The task is: describe an organic reaction: reactants, conditions, products, and yield. This data is from the Open Reaction Database (ORD), a public repository of structured organic reaction records. Starting materials: [N+](=O)([O-])C1=CC=CC=2C(C3=CC=CC=C3C(C12)=O)=O (1-Nitroanthraquinone), CN(C=O)C (dimethylformamide), C(=O)[O-].[Na+] (sodium formate), Cl (hydrochloric acid). Run in O (water). Run at time 1 hour. The product is OC1=CC=CC=2C(C3=CC=CC=C3C(C12)=O)=O (1-hydroxyanthraquinone). Reaction SMILES: [N+]([C:4]1[C:17]2[C:16](=[O:18])[C:15]3[C:10](=[CH:11][CH:12]=[CH:13][CH:14]=3)[C:9](=[O:19])[C:8]=2[CH:7]=[CH:6][CH:5]=1)([O-])=O.CN(C)C=[O:23].C([O-])=O.[Na+].Cl>O>[OH:23][C:4]1[C:17]2[C:16](=[O:18])[C:15]3[C:10](=[CH:11][CH:12]=[CH:13][CH:14]=3)[C:9](=[O:19])[C:8]=2[CH:7]=[CH:6][CH:5]=1 |f:2.3|. Procedure: 1-Nitroanthraquinone (96.4%, 3.4%-dinitroanthraquinones), (7.6 g; 0.03 mole), dimethylformamide (50 ml), and sodium formate (4.1 g; 0.06 mole) were stirred at 130° C. for 17 hours. There was a slow evolution of gas during the reaction period. The reaction mass was cooled, mixed with water (300 ml) and acidified with 32% hydrochloric acid. The resulting suspension was stirred for one hour and filtered. The cake obtained was washed with water, then dried to give 1-hydroxyanthraquinone (6.6 g; 0.03... The reactants are CCNS(C)(=O)=O, Clc1ccccc1, O=C=NS(=O)(=O)Cl. Product: CCN(S(C)(=O)=O)S(=O)(=O)N=C=O. Reaction SMILES: [CH2:8]([CH3:9])[NH:10][S:11](=[O:12])(=[O:13])[CH3:14].[Cl:15][c:16]1[cH:17][cH:18][cH:19][cH:20][cH:21]1.[Cl:1][S:2](=[O:3])(=[O:4])[N:5]=[C:6]=[O:7]>>[S:2](=[O:3])(=[O:4])([N:5]=[C:6]=[O:7])[N:10]([CH2:8][CH3:9])[S:11](=[O:12])(=[O:13])[CH3:14]. Reactants: IC1=C(N=C(N1)C)C(C)C (5-iodo-4-isopropyl-2-methylimidazole), ClC=1C=C(C=C(C1)Cl)SC1=C(N=C(N1)C)C(C)C (5-(3,5-dichlorophenylthio)-4-isopropyl-2-methyl-1H-imidazole). Product: C(C)(C)C=1N=C(NC1)C (4-Isopropyl-2-methylimidazole). As a reaction SMILES: I[C:2]1[NH:6][C:5]([CH3:7])=[N:4][C:3]=1[CH:8]([CH3:10])[CH3:9].ClC1C=C(SC2NC(C)=NC=2C(C)C)C=C(Cl)C=1>>[CH:8]([C:3]1[N:4]=[C:5]([CH3:7])[NH:6][CH:2]=1)([CH3:10])[CH3:9]. Procedure details: 4-Isopropyl-2-methylimidazole (3a) was synthesized in accordance with the procedure described in EP-A 585014, while 5-iodo-4-isopropyl-2-methylimidazole (4a) and 5-(3,5-dichlorophenylthio)-4-isopropyl-2-methyl-1H-imidazole (5a) were synthesized in accordance with the procedure described in Japanese Kokai Hei-5-255270. The reactants are N[C@@H]1CC[C@H](CC1)N (trans-1,4-diaminocyclohexane), ClC1=NC(=C2N=CN(C2=N1)C1CCCC1)NC1=CC=C(C=C1)C(F)(F)F (2-chloro-9-cyclopentyl-N-[4-(trifluoromethyl)-phenyl]-9H-purin-6-amine). Run in O (water). Conditions: temperature 140 celsius. Yields the product Cl.Cl.N[C@@H]1CC[C@H](CC1)NC1=NC(=C2N=CN(C2=N1)C1CCCC1)NC1=CC=C(C=C1)C(F)(F)F (trans-N2-(4-aminocyclohexyl)-9-cyclopentyl-N6-[4-(trifluoromethyl)-phenyl]-9H-purin-2,6-diamine dihydrochloride). As a reaction SMILES: [NH2:1][C@H:2]1[CH2:7][CH2:6][C@H:5]([NH2:8])[CH2:4][CH2:3]1.[Cl:9][C:10]1[N:18]=[C:17]2[C:13]([N:14]=[CH:15][N:16]2[CH:19]2[CH2:23][CH2:22][CH2:21][CH2:20]2)=[C:12]([NH:24][C:25]2[CH:30]=[CH:29][C:28]([C:31]([F:34])([F:33])[F:32])=[CH:27][CH:26]=2)[N:11]=1>O>[ClH:9].[ClH:9].[NH2:1][C@H:2]1[CH2:7][CH2:6][C@H:5]([NH:8][C:10]2[N:18]=[C:17]3[C:13]([N:14]=[CH:15][N:16]3[CH:19]3[CH2:20][CH2:21][CH2:22][CH2:23]3)=[C:12]([NH:24][C:25]3[CH:30]=[CH:29][C:28]([C:31]([F:32])([F:34])[F:33])=[CH:27][CH:26]=3)[N:11]=2)[CH2:4][CH2:3]1 |f:3.4.5|. Procedure: 684 mg of trans-1,4-diaminocyclohexane is taken to approximately 150° C. then 229 mg of the product obtained in Stage 1 above is added, the reaction medium is maintained under agitation at 140° C. for 5 hours then left to return to ambient temperature. Then 15 ml of water is added, followed by extracting with dichloromethane, drying and evaporating the solvent. The residue is chromatographed on silica (eluent: MeOH/NH4OH 98/2), taken up in 10 ml of ethanol, 6 ml of an ethanolic solution of hydro... The reactants are Cn1c(S)nnc1C(F)(F)C(F)(F)F, Cc1cc(F)ccc1[N+](=O)[O-], [H-], [H][H], [Na+], CN(C)C=O, O. The product is Cc1cc(Sc2nnc(C(F)(F)C(F)(F)F)n2C)ccc1[N+](=O)[O-]. RXN SMILES: [CH3:3][n:4]1[c:5]([SH:16])[n:6][n:7][c:8]1[C:9]([C:10]([F:11])([F:12])[F:13])([F:14])[F:15].[F:19][c:20]1[cH:21][cH:22][c:23]([N+:27](=[O:28])[O-:29])[c:24]([CH3:26])[cH:25]1.[H-:1].[H:17][H:18].[Na+:2].[O:31]=[CH:32][N:33]([CH3:34])[CH3:35].[OH2:30]>>[CH3:3][n:4]1[c:5]([S:16][c:20]2[cH:21][cH:22][c:23]([N+:27](=[O:28])[O-:29])[c:24]([CH3:26])[cH:25]2)[n:6][n:7][c:8]1[C:9]([C:10]([F:11])([F:12])[F:13])([F:14])[F:15].